From a dataset of the Open Reaction Database (ORD), a public repository of structured organic reaction records. describe an organic reaction: reactants, conditions, products, and yield Starting materials: C(C)OC(COC1=C(C=C(C=C1)SC1=CC(=CC(=C1)OC1=NC=CC=C1C(F)(F)F)Br)C)=O ({4-[3-Bromo-5-(3-trifluoromethyl-pyridin-2-yloxy)-phenylsulfanyl]-2-methyl-phenoxy}-acetic acid ethyl ester), C(C#C)N1CCOCC1 (4-prop-2-ynyl-morpholine), C(C)OC(COC1=C(C=C(C=C1)SC1=CC(=CC(=C1)C#CC1=CC=C(C=C1)CO)OCCC1=CC=C(C=C1)Cl)C)=O ({4-[3-[2-(4-Chloro-phenyl)-ethoxy]-5-(4-hydroxymethyl-phenylethynyl)-phenylsulfanyl]-2-methyl-phenoxy}-acetic acid ethyl ester). The product is C(C)OC(COC1=C(C=C(C=C1)SC1=CC(=CC(=C1)OC1=NC=CC=C1C(F)(F)F)C#CCN1CCOCC1)C)=O ({2-Methyl-4-[3-(3-morpholin-4-yl-prop-1-ynyl)-5-(3-trifluoromethyl-pyridin-2-yloxy)-phenylsulfanyl]-phenoxy}-acetic Acid Ethyl Ester). As a reaction SMILES: [CH2:1]([O:3][C:4](=[O:33])[CH2:5][O:6][C:7]1[CH:12]=[CH:11][C:10]([S:13][C:14]2[CH:19]=[C:18]([O:20][C:21]3[C:26]([C:27]([F:30])([F:29])[F:28])=[CH:25][CH:24]=[CH:23][N:22]=3)[CH:17]=[C:16](Br)[CH:15]=2)=[CH:9][C:8]=1[CH3:32])[CH3:2].[CH2:34]([N:37]1[CH2:42][CH2:41][O:40][CH2:39][CH2:38]1)[C:35]#[CH:36].C(OC(=O)COC1C=CC(SC2C=C(C#CC3C=CC(CO)=CC=3)C=C(OCCC3C=CC(Cl)=CC=3)C=2)=CC=1C)C>>[CH2:1]([O:3][C:4](=[O:33])[CH2:5][O:6][C:7]1[CH:12]=[CH:11][C:10]([S:13][C:14]2[CH:19]=[C:18]([O:20][C:21]3[C:26]([C:27]([F:30])([F:29])[F:28])=[CH:25][CH:24]=[CH:23][N:22]=3)[CH:17]=[C:16]([C:36]#[C:35][CH2:34][N:37]3[CH2:42][CH2:41][O:40][CH2:39][CH2:38]3)[CH:15]=2)=[CH:9][C:8]=1[CH3:32])[CH3:2]. Procedure details: The title product was prepared from {4-[3-Bromo-5-(3-trifluoromethyl-pyridin-2-yloxy)-phenylsulfanyl]-2-methyl-phenoxy}-acetic acid ethyl ester (250 mg; 0.46 mmol) and 4-prop-2-ynyl-morpholine (173.09 mg; 1.38 mmol) applying the procedure described for {4-[3-[2-(4-Chloro-phenyl)-ethoxy]-5-(4-hydroxymethyl-phenylethynyl)-phenylsulfanyl]-2-methyl-phenoxy}-acetic acid ethyl ester. The crude product was purified by preparative HPLC (method B). Yield: 262 mg (97%). HPLC-MS: m/z: 587.5 (M+H)+; Rt: 2.0... Reactants: [N+](=O)([O-])C1=C2C=CC(=NC2=CC=C1)Cl (5-nitro-2-chloroquinoline), CC1=CC=C(O1)CN (5-methyl-2-furanmethanamine), C(=O)C=1C=C(C=CC1)S(=O)(=O)N (3-formylbenzenesulfonamide). Yields the product CC1=CC=C(O1)CNC1=NC2=CC=CC(=C2C=C1)NCC=1C=C(C=CC1)S(=O)(=O)N (3-({2-[(5-Methyl-furan-2-ylmethyl)-amino]-quinolin-5-ylamino}-methyl)-benzenesulfonamide). As a reaction SMILES: [N+:1]([C:4]1[CH:13]=[CH:12][CH:11]=[C:10]2[C:5]=1[CH:6]=[CH:7][C:8](Cl)=[N:9]2)([O-])=O.[CH3:15][C:16]1[O:20][C:19]([CH2:21][NH2:22])=[CH:18][CH:17]=1.[CH:23]([C:25]1[CH:26]=[C:27]([S:31]([NH2:34])(=[O:33])=[O:32])[CH:28]=[CH:29][CH:30]=1)=O>>[CH3:15][C:16]1[O:20][C:19]([CH2:21][NH:22][C:8]2[CH:7]=[CH:6][C:5]3[C:10](=[CH:11][CH:12]=[CH:13][C:4]=3[NH:1][CH2:23][C:25]3[CH:26]=[C:27]([S:31]([NH2:34])(=[O:33])=[O:32])[CH:28]=[CH:29][CH:30]=3)[N:9]=2)=[CH:18][CH:17]=1. Procedure details: The title compound, MS: m/e=423.1 (M+H+), was prepared from 5-nitro-2-chloroquinoline, 5-methyl-2-furanmethanamine and 3-formylbenzenesulfonamide (CAS 1778-37-6) as described in example 26. Starting materials: CCCCCC, CCOC(C)=O, CC1(C)OB(c2cccc(O)c2)OC1(C)C, CCO, ClCCl, CC(C)(C)OC(=O)N1CC=C(OS(=O)(=O)C(F)(F)F)CC1, [Na+], [Na+], O=C([O-])[O-], C1COCCO1, c1ccc(P(c2ccccc2)(c2ccccc2)[Pd](P(c2ccccc2)(c2ccccc2)c2ccccc2)(P(c2ccccc2)(c2ccccc2)c2ccccc2)P(c2ccccc2)(c2ccccc2)c2ccccc2)cc1. Yields the product CC(C)(C)OC(=O)N1CC=C(c2cccc(O)c2)CC1. RXN SMILES: [CH3:130][CH2:131][CH2:132][CH2:133][CH2:134][CH3:135].[CH3:139][CH2:140][O:141][C:142](=[O:143])[CH3:144].[CH3:22][C:23]1([CH3:24])[C:25]([CH3:26])([CH3:27])[O:28][B:29]([c:30]2[cH:31][c:32]([OH:36])[cH:33][cH:34][cH:35]2)[O:37]1.[CH3:38][CH2:39][OH:40].[Cl:136][CH2:137][Cl:138].[F:1][C:2]([F:3])([F:4])[S:5]([O:6][C:7]1=[CH:12][CH2:11][N:10]([C:13](=[O:14])[O:15][C:16]([CH3:17])([CH3:18])[CH3:19])[CH2:9][CH2:8]1)(=[O:20])=[O:21].[Na+:41].[Na+:42].[O-:43][C:44](=[O:45])[O-:46].[O:47]1[CH2:48][CH2:49][O:50][CH2:51][CH2:52]1.[cH:53]1[cH:54][cH:55][c:56]([P:57]([Pd:58]([P:59]([c:60]2[cH:61][cH:62][cH:63][cH:64][cH:65]2)([c:66]2[cH:67][cH:68][cH:69][cH:70][cH:71]2)[c:72]2[cH:73][cH:74][cH:75][cH:76][cH:77]2)([P:78]([c:79]2[cH:80][cH:81][cH:82][cH:83][cH:84]2)([c:85]2[cH:86][cH:87][cH:88][cH:89][cH:90]2)[c:91]2[cH:92][cH:93][cH:94][cH:95][cH:96]2)[P:97]([c:98]2[cH:99][cH:100][cH:101][cH:102][cH:103]2)([c:104]2[cH:105][cH:106][cH:107][cH:108][cH:109]2)[c:110]2[cH:111][cH:112][cH:113][cH:114][cH:115]2)([c:116]2[cH:117][cH:118][cH:119][cH:120][cH:121]2)[c:122]2[cH:123][cH:124][cH:125][cH:126][cH:127]2)[cH:128][cH:129]1>>[C:7]1([c:30]2[cH:31][c:32]([OH:36])[cH:33][cH:34][cH:35]2)=[CH:12][CH2:11][N:10]([C:13](=[O:14])[O:15][C:16]([CH3:17])([CH3:18])[CH3:19])[CH2:9][CH2:8]1. Product: Cc1ccc(C(=O)NC2CC2)cc1-n1cnc2ccc(OCC3CCCN3C)cc2c1=O. RXN SMILES: [CH2:32]=[O:33].[CH:1]1([NH:4][C:5]([c:6]2[cH:7][c:8](-[n:13]3[cH:14][n:15][c:16]4[cH:17][cH:18][c:19]([O:24][CH2:25][CH:26]5[NH:27][CH2:28][CH2:29][CH2:30]5)[cH:20][c:21]4[c:22]3=[O:23])[c:9]([CH3:12])[cH:10][cH:11]2)=[O:31])[CH2:2][CH2:3]1.[CH:34]([OH:35])=[O:36]>>[CH:1]1([NH:4][C:5]([c:6]2[cH:7][c:8](-[n:13]3[cH:14][n:15][c:16]4[cH:17][cH:18][c:19]([O:24][CH2:25][CH:26]5[N:27]([CH3:32])[CH2:28][CH2:29][CH2:30]5)[cH:20][c:21]4[c:22]3=[O:23])[c:9]([CH3:12])[cH:10][cH:11]2)=[O:31])[CH2:2][CH2:3]1. The reactants are C=O, Cc1ccc(C(=O)NC2CC2)cc1-n1cnc2ccc(OCC3CCCN3)cc2c1=O, O=CO.